From a dataset of the Open Reaction Database (ORD), a public repository of structured organic reaction records. describe an organic reaction: reactants, conditions, products, and yield The reactants are COC(=O)[C@@H]1CSCC2=C(C(OCCCCC(N1)=S)=O)C(=C(C=C2O)OC)C ((R)-16-hydroxy-14-methoxy-13-methyl-12-oxo-6-thioxo-1,3,4,5,6,7,8,9,10,12-decahydro-11,2,5-benzoxathiaazacyclotetradecine-4-carboxylic acid methyl ester). Run in CO (methanol), C(CC)N (propylamine). Conditions: temperature 50 celsius. The product is C(CC)NC(=O)[C@@H]1CSCC2=C(C(OCCCCC(N1)=S)=O)C(=C(C=C2O)OC)C ((R)-16-hydroxy-14-methoxy-13-methyl-12-oxo-6-thioxo-1,3,4,5,6,7,8,9,10,12-decahydro-11,2,5-benzoxathiaazacyclotetradecine-4-carboxylic acid propylamide). Yield: 96.2%. Reaction SMILES: C[O:2][C:3]([C@H:5]1[NH:18][C:17](=[S:19])[CH2:16][CH2:15][CH2:14][CH2:13][O:12][C:11](=[O:20])[C:10]2[C:21]([CH3:28])=[C:22]([O:26][CH3:27])[CH:23]=[C:24]([OH:25])[C:9]=2[CH2:8][S:7][CH2:6]1)=O>CO.C(N)CC>[CH2:17]([NH:18][C:3]([C@H:5]1[NH:18][C:17](=[S:19])[CH2:16][CH2:15][CH2:14][CH2:13][O:12][C:11](=[O:20])[C:10]2[C:21]([CH3:28])=[C:22]([O:26][CH3:27])[CH:23]=[C:24]([OH:25])[C:9]=2[CH2:8][S:7][CH2:6]1)=[O:2])[CH2:16][CH3:15]. Reported procedure: A solution of 43 mg of the product of Example 23 in a mixture of 0.5 ml of methanol and 0.5 ml of propylamine was heated to 50° C. for 6 h. The solution was evaporated in vacuo, the residue was dissolved in ethyl acetate and the solution was washed with 1N hydrochloric acid and water. The organic layer was dried over sodium sulfate and evaporated in vacuo, the residue was chromatographed on silica gel using ethyl acetate/hexane (1:2, v/v) as eluent, and the purified product was crystallized from... The reactants are C(C)(=O)C1(CCOCC1)C(=O)OC (4-acetyl-4-methoxycarbonyltetrahydropyran), S(O)(O)(=O)=O (sulfuric acid). The product is C(C)(=O)C1CCOCC1 (4-acetyltetrahydropyran). The yield is 97.5%. RXN SMILES: [C:1]([C:4]1(C(OC)=O)[CH2:9][CH2:8][O:7][CH2:6][CH2:5]1)(=[O:3])[CH3:2].S(=O)(=O)(O)O>>[C:1]([CH:4]1[CH2:9][CH2:8][O:7][CH2:6][CH2:5]1)(=[O:3])[CH3:2]. Procedure: In a flask made of glass having an inner volume of 10 ml and equipped with a stirring device, a thermometer and a reflux condenser were charged 0.38 g (2.0 mmol) of 4-acetyl-4-methoxycarbonyltetrahydropyran with a purity of 99% and synthesized in the same manner as in Reference example 1 and 1.08 ml (10 mmol) of 9 mol/l sulfuric acid, and the mixture was reacted at 120° C. for 1.5 hours with stirring. After completion of the reaction, when the reaction mixture was analyzed by gas chromatography ... Reactants: BrC(C(=O)O)CCCCCCCCCCCCCC (2-bromohexadecanoic acid), [Cl-].[Ca+2].[Cl-] (calcium chloride). Reagents/catalysts: [Cl-].C[N+](C)(C)C (tetramethylammonium chloride). Solvent: C(C)#N (acetonitrile). Product: ClC(C(=O)O)CCCCCCCCCCCCCC (2-chlorohexadecanoic acid). The yield is 92.2%. RXN SMILES: Br[CH:2]([CH2:6][CH2:7][CH2:8][CH2:9][CH2:10][CH2:11][CH2:12][CH2:13][CH2:14][CH2:15][CH2:16][CH2:17][CH2:18][CH3:19])[C:3]([OH:5])=[O:4].[Cl-:20].[Ca+2].[Cl-]>C(#N)C.[Cl-].C[N+](C)(C)C>[Cl:20][CH:2]([CH2:6][CH2:7][CH2:8][CH2:9][CH2:10][CH2:11][CH2:12][CH2:13][CH2:14][CH2:15][CH2:16][CH2:17][CH2:18][CH3:19])[C:3]([OH:5])=[O:4] |f:1.2.3,5.6|. Procedure: To 2-bromohexadecanoic acid (1 g), after having been dissolved in acetonitrile (50 ml), were added calcium chloride (5 g) and tetramethylammonium chloride (1 g), and the mixture was heated under reflux for 6 hours. The reaction mixture was filtered, concentrated and distributed into chloroform and water, and the chloroform layer was dried over anhydrous sodium sulfate and concentrated to give 2-chlorohexadecanoic acid (0.80 g). 2-Chlorohexadecanoic acid (893 mg), para-nitrophenol (428 mg) and N,...